From a dataset of the Open Reaction Database (ORD), a public repository of structured organic reaction records. describe an organic reaction: reactants, conditions, products, and yield Starting materials: CCN=C=NCCCN(C)C, ClCCl, Cc1ccc(C(=O)O)s1, Cl, NCCCSc1ccncc1, O=C1CCC(=O)N1O. Yields the product Cc1ccc(C(=O)NCCCSc2ccncc2)s1. Reaction SMILES: [CH2:19]([N:20]=[C:21]=[N:22][CH2:23][CH2:24][CH2:25][N:26]([CH3:27])[CH3:28])[CH3:29].[CH2:41]([Cl:42])[Cl:43].[CH3:1][c:2]1[cH:3][cH:4][c:5]([C:7](=[O:8])[OH:9])[s:6]1.[ClH:18].[NH2:30][CH2:31][CH2:32][CH2:33][S:34][c:35]1[cH:36][cH:37][n:38][cH:39][cH:40]1.[OH:10][N:11]1[C:12](=[O:13])[CH2:14][CH2:15][C:16]1=[O:17]>>[CH3:1][c:2]1[cH:3][cH:4][c:5]([C:7](=[O:9])[NH:30][CH2:31][CH2:32][CH2:33][S:34][c:35]2[cH:36][cH:37][n:38][cH:39][cH:40]2)[s:6]1.